Dataset: the Open Reaction Database (ORD), a public repository of structured organic reaction records. Task: describe an organic reaction: reactants, conditions, products, and yield Reactants: ClC=1N=NC(=CC1)C1=CC=C(C=C1)C(F)(F)F (3-chloro-6-(α,α,α-trifluoro-p-tolyl)pyridazine), C(C)(=O)NN (acethydrazide). The solvent is C(CCC)O (n-butanol). The product is CC1=NN=C2N1N=C(C=C2)C2=CC=C(C=C2)C(F)(F)F (3-methyl-6-(α,α,α-trifluoro-p-tolyl)-1,2,4-triazolo[4,3-b]-pyridazine). RXN SMILES: Cl[C:2]1[N:3]=[N:4][C:5]([C:8]2[CH:13]=[CH:12][C:11]([C:14]([F:17])([F:16])[F:15])=[CH:10][CH:9]=2)=[CH:6][CH:7]=1.[C:18]([NH:21][NH2:22])(=O)[CH3:19]>C(O)CCC>[CH3:19][C:18]1[N:3]2[N:4]=[C:5]([C:8]3[CH:13]=[CH:12][C:11]([C:14]([F:17])([F:16])[F:15])=[CH:10][CH:9]=3)[CH:6]=[CH:7][C:2]2=[N:22][N:21]=1. Procedure details: A mixture of 4.50 g. of 3-chloro-6-(α,α,α-trifluoro-p-tolyl)pyridazine, 2.58 g. of acethydrazide and 100 ml. of n-butanol is heated at reflux temperature for 3 days. The solvent is removed and the resin dissolved in methylene chloride, passed through magnesol and the solid from the filtrate recrystallized from methylene chloride/hexane to afford the product as tan crystals, m.p. 199°-201° C. The reactants are C(C)(C)(C)[Si](OC(/C=C/C1=C(C=C(C=C1)C(CC)(CC)C1=CC(=C(C=C1)B1OC(C(O1)(C)C)(C)C)C)C)(C(F)(F)F)C(F)(F)F)(C)C (2-[4-(1-{4-[(E)-3-(t-butyl-dimethyl-silanyloxy)-4,4,4-trifluoro-3-trifluoromethyl-1-butenyl]-3-methyl-phenyl}-1-ethyl-propyl)-2-methyl-phenyl]-4,4,5,5-tetramethyl-[1,3,2]dioxaborolane), C(C)OC(CC=1C=NC(=NC1)Br)=O (2-bromopyrimidine-5-acetic acid ethyl ester), P(=O)([O-])([O-])[O-].[K+].[K+].[K+] (potassium phosphate). Conditions: temperature 95.5 celsius, time 10 hour. Product: C(C)OC(CC=1C=NC(=NC1)C1=C(C=C(C=C1)C(CC)(C1=CC(=C(C=C1)\C=C\C(C(F)(F)F)(C(F)(F)F)O)C)CC)C)=O ([2-(4-{1-ethyl-1-[3-methyl-4-((E)-4,4,4-trifluoro-3-hydroxy-3-trifluoromethyl-1-butenyl)-phenyl]-propyl}-2-methyl-phenyl)-pyrimidin-5-yl]-acetic Acid Ethyl Ester). Solvent: O (Water). Isolated yield 40.8%. Reagents/catalysts: C=1C=CC(=CC1)[P](C=2C=CC=CC2)(C=3C=CC=CC3)[Pd]([P](C=4C=CC=CC4)(C=5C=CC=CC5)C=6C=CC=CC6)([P](C=7C=CC=CC7)(C=8C=CC=CC8)C=9C=CC=CC9)[P](C=1C=CC=CC1)(C=1C=CC=CC1)C=1C=CC=CC1 (tetrakis(triphenylphosphine)palladium). As a reaction SMILES: C([Si](C)(C)[O:6][C:7]([C:42]([F:45])([F:44])[F:43])([C:38]([F:41])([F:40])[F:39])/[CH:8]=[CH:9]/[C:10]1[CH:15]=[CH:14][C:13]([C:16]([C:21]2[CH:26]=[CH:25][C:24](B3OC(C)(C)C(C)(C)O3)=[C:23]([CH3:36])[CH:22]=2)([CH2:19][CH3:20])[CH2:17][CH3:18])=[CH:12][C:11]=1[CH3:37])(C)(C)C.[CH2:48]([O:50][C:51](=[O:60])[CH2:52][C:53]1[CH:54]=[N:55][C:56](Br)=[N:57][CH:58]=1)[CH3:49].P([O-])([O-])([O-])=O.[K+].[K+].[K+]>C1C=CC([P]([Pd]([P](C2C=CC=CC=2)(C2C=CC=CC=2)C2C=CC=CC=2)([P](C2C=CC=CC=2)(C2C=CC=CC=2)C2C=CC=CC=2)[P](C2C=CC=CC=2)(C2C=CC=CC=2)C2C=CC=CC=2)(C2C=CC=CC=2)C2C=CC=CC=2)=CC=1.O>[CH2:48]([O:50][C:51](=[O:60])[CH2:52][C:53]1[CH:54]=[N:55][C:56]([C:24]2[CH:25]=[CH:26][C:21]([C:16]([CH2:19][CH3:20])([C:13]3[CH:14]=[CH:15][C:10](/[CH:9]=[CH:8]/[C:7]([OH:6])([C:42]([F:44])([F:45])[F:43])[C:38]([F:41])([F:40])[F:39])=[C:11]([CH3:37])[CH:12]=3)[CH2:17][CH3:18])=[CH:22][C:23]=2[CH3:36])=[N:57][CH:58]=1)[CH3:49] |f:2.3.4.5,^1:72,74,93,112|. Reported procedure: Degassed N,N-dimethylformamide (0.32 mL) was added to 2-[4-(1-{4-[(E)-3-(t-butyl-dimethyl-silanyloxy)-4,4,4-trifluoro-3-trifluoromethyl-1-butenyl]-3-methyl-phenyl}-1-ethyl-propyl)-2-methyl-phenyl]-4,4,5,5-tetramethyl-[1,3,2]dioxaborolane (Example 77-(1); 35.8 mg, 0.0523 mmol), 2-bromopyrimidine-5-acetic acid ethyl ester (Example 43-(3); 37.3 mg, 0.152 mmol), tetrakis(triphenylphosphine)palladium (0) (29.8 mg, 0.0258 mmol) and potassium phosphate (48.7 mg, 0.229 mmol). After replacement with nitr... Reactants: CCOC(=O)c1ccccc1S(=O)(=O)N=C=O, ClCCl, CNc1nc(N)nc(OC(F)(F)F)n1. Yields the product CCOC(=O)c1ccccc1S(=O)(=O)NC(=O)Nc1nc(NC)nc(OC(F)(F)F)n1. RXN SMILES: [C:1](=[O:2])([O:3][CH2:4][CH3:5])[c:6]1[c:7]([S:12](=[O:13])(=[O:14])[N:15]=[C:16]=[O:17])[cH:8][cH:9][cH:10][cH:11]1.[CH2:32]([Cl:33])[Cl:34].[NH2:18][c:19]1[n:20][c:21]([O:27][C:28]([F:29])([F:30])[F:31])[n:22][c:23]([NH:25][CH3:26])[n:24]1>>[C:1](=[O:2])([O:3][CH2:4][CH3:5])[c:6]1[c:7]([S:12](=[O:13])(=[O:14])[NH:15][C:16](=[O:17])[NH:18][c:19]2[n:20][c:21]([O:27][C:28]([F:29])([F:30])[F:31])[n:22][c:23]([NH:25][CH3:26])[n:24]2)[cH:8][cH:9][cH:10][cH:11]1. The reactants are N1(C=NC=C1)C(CCC)C1=CC=C(CO)C=C1 (4-[1-(1-imidazolyl)-butyl]-benzyl alcohol), C[Mg]Br (methyl magnesium bromide), Cl (hydrochloric acid), O1CCCC1 (tetrahydrofuran). Solvent: CCOCC (ether), CCOCC (ether). Reaction conditions: time 20 hour. Yields the product N1(C=NC=C1)C(CCC)C1=CC=C(C=C1)C(C)O (1-[4-[1-(1-Imidazolyl)-butyl]-phenyl]-ethanol). RXN SMILES: [N:1]1([CH:6]([C:10]2[CH:17]=[CH:16][C:13]([CH2:14][OH:15])=[CH:12][CH:11]=2)[CH2:7][CH2:8][CH3:9])[CH:5]=[CH:4][N:3]=[CH:2]1.[CH3:18][Mg]Br.O1CCCC1.Cl>CCOCC>[N:1]1([CH:6]([C:10]2[CH:11]=[CH:12][C:13]([CH:14]([OH:15])[CH3:18])=[CH:16][CH:17]=2)[CH2:7][CH2:8][CH3:9])[CH:5]=[CH:4][N:3]=[CH:2]1. Procedure: 460 mg of the aldehyde of example 5 in 8 ml of ether is mixed with 1.5 ml of a 3M methyl magnesium bromide solution in ether with ice cooling and is stirred for 20 hours at room temperature; 10 ml of tetrahydrofuran is added and heated to 60° C. in 6 hours. It is added to 1M of hydrochloric acid, extracted with ether, then the water phase is alkalized with potassium carbonate and extracted with ether. After drying and concentration by evaporation of this ether phase, the residue is chromatograph... Starting materials: FC1=CC2=C(C3=CC(=CC=C3N=C2C=C1)F)C(=O)O (2,7-Difluoroacridine-9-carboxylic acid), O=S(Cl)Cl (SOCl2), C1(=CC=CC=C1)S (Thiophenol), N1=CC=CC=C1 (pyridine). The solvent is C(Cl)Cl (CH2Cl2), C(Cl)Cl (CH2Cl2). Reaction conditions: time 8 hour. Yields the product FC1=CC2=C(C3=CC(=CC=C3N=C2C=C1)F)C(OC1=CC=CC=C1)=S (Phenyl 2,7-difluoroacridine-9-thiocarboxylate). RXN SMILES: [F:1][C:2]1[CH:15]=[CH:14][C:13]2[C:4](=[C:5]([C:17]([OH:19])=O)[C:6]3[C:11]([N:12]=2)=[CH:10][CH:9]=[C:8]([F:16])[CH:7]=3)[CH:3]=1.[C:20]1(S)[CH:25]=[CH:24][CH:23]=[CH:22][CH:21]=1.N1C=CC=CC=1.O=[S:34](Cl)Cl>C(Cl)Cl>[F:1][C:2]1[CH:15]=[CH:14][C:13]2[C:4](=[C:5]([C:17](=[S:34])[O:19][C:20]3[CH:25]=[CH:24][CH:23]=[CH:22][CH:21]=3)[C:6]3[C:11]([N:12]=2)=[CH:10][CH:9]=[C:8]([F:16])[CH:7]=3)[CH:3]=1. Procedure: 2,7-Difluoroacridine-9-carboxylic acid (1.0 g) was suspended in SOCl2 (5 mL) and the reaction mixture was refluxed for 3 h. The solvent was removed under reduced pressure leaving a brown solid which was dissolved in 20 mL of CH2Cl2 under argon. Thiophenol (468 mg) was added followed by pyridine (2 mL). The reaction mixture was stirred overnight at room temperature. The reaction mixture was diluted with CH2Cl2 and washed with water (3×50 mL). The organic layer was dried over MgSO4 and concentrate... RXN SMILES: [CH2:1]([CH3:2])[O:3][C:4]([C:5]([CH3:6])([CH3:7])[O:8][c:9]1[cH:10][c:11]2[c:12]([n:13][cH:14]1)[n:15]([S:35]([c:36]1[cH:37][cH:38][cH:39][cH:40][cH:41]1)(=[O:42])=[O:43])[c:16]([C:18](=[CH:19][CH:20]1[CH2:21][CH2:22][CH2:23][CH2:24]1)[c:25]1[cH:26][cH:27][c:28]([S:31](=[O:32])(=[O:33])[CH3:34])[cH:29][cH:30]1)[cH:17]2)=[O:44].[CH3:46][CH2:47][CH2:48][CH2:49][N+:50]([CH2:51][CH2:52][CH2:53][CH3:54])([CH2:55][CH2:56][CH2:57][CH3:58])[CH2:59][CH2:60][CH2:61][CH3:62].[CH3:68][CH2:69][O:70][C:71](=[O:72])[CH3:73].[F-:45].[O:63]1[CH2:64][CH2:65][CH2:66][CH2:67]1>>[CH2:1]([CH3:2])[O:3][C:4]([C:5]([CH3:6])([CH3:7])[O:8][c:9]1[cH:10][c:11]2[c:12]([n:13][cH:14]1)[nH:15][c:16]([C:18](=[CH:19][CH:20]1[CH2:21][CH2:22][CH2:23][CH2:24]1)[c:25]1[cH:26][cH:27][c:28]([S:31](=[O:32])(=[O:33])[CH3:34])[cH:29][cH:30]1)[cH:17]2)=[O:44]. Starting materials: CCOC(=O)C(C)(C)Oc1cnc2c(c1)cc(C(=CC1CCCC1)c1ccc(S(C)(=O)=O)cc1)n2S(=O)(=O)c1ccccc1, CCCC[N+](CCCC)(CCCC)CCCC, CCOC(C)=O, [F-], C1CCOC1. Yields the product CCOC(=O)C(C)(C)Oc1cnc2[nH]c(C(=CC3CCCC3)c3ccc(S(C)(=O)=O)cc3)cc2c1. Starting materials: CC1=CC=C(C2=C1NC=N2)C(=O)O (7-Methyl-1H-benzimidazole-4-carboxylic Acid), [N+](=O)([O-])[O-].[K+] (KNO3). Solvent: OS(=O)(=O)O (H2SO4). Conditions: temperature 60 celsius, time 1 hour. Product: CC1=C(C=C(C2=C1NC=N2)C(=O)O)[N+](=O)[O-] (7-Methyl-6-nitro-1H-benzimidazole-4-carboxylic Acid), solid. The yield is 98.0%. As a reaction SMILES: [CH3:1][C:2]1[C:7]2[NH:8][CH:9]=[N:10][C:6]=2[C:5]([C:11]([OH:13])=[O:12])=[CH:4][CH:3]=1.[N+:14]([O-])([O-:16])=[O:15].[K+]>OS(O)(=O)=O>[CH3:1][C:2]1[C:7]2[NH:8][CH:9]=[N:10][C:6]=2[C:5]([C:11]([OH:13])=[O:12])=[CH:4][C:3]=1[N+:14]([O-:16])=[O:15] |f:1.2|. Procedure details: A mixture of 7-Methyl-1H-benzimidazole-4-carboxylic Acid (22) (4.944 g, 28.10 mmol) and concentrated H2SO4 (30 mL) is heated to about 60° C. to obtain a solution which is then cooled to about 0° C. To this solution is added KNO3 (3.12 g, 30.9 mmol) portionwise, so as to maintain the internal reaction temperature <10° C. Following complete addition, the cooling source is removed and the reaction mixture is allowed to warm to ambient temperature, whereupon the mixture is stirred for about 1 hour. ...